Dataset: the Open Reaction Database (ORD), a public repository of structured organic reaction records. Task: describe an organic reaction: reactants, conditions, products, and yield The reactants are O (water), C(C)OC(C(CCCCCCCCCCCC)Br)=O (2-bromotetradecanoic acid ethyl ester), C1OC=2C=C(C=CC2O1)O (3,4-methylenedioxyphenol), C([O-])([O-])=O.[K+].[K+] (potassium carbonate). Solvent: CN(C=O)C (dimethylformamide). Conditions: temperature 90 celsius, time 6 hour. Yields the product C1OC=2C=C(OC(C(=O)O)CCCCCCCCCCCC)C=CC2O1 (2-(3,4-methylenedioxyphenoxy)tetradecanoic acid). Yield: 109.9%. As a reaction SMILES: C([O:3][C:4](=[O:19])[CH:5](Br)[CH2:6][CH2:7][CH2:8][CH2:9][CH2:10][CH2:11][CH2:12][CH2:13][CH2:14][CH2:15][CH2:16][CH3:17])C.[CH2:20]1[O:28][C:27]2[CH:26]=[CH:25][C:24]([OH:29])=[CH:23][C:22]=2[O:21]1.C(=O)([O-])[O-].[K+].[K+].O>CN(C)C=O>[CH2:20]1[O:28][C:27]2[CH:26]=[CH:25][C:24]([O:29][CH:5]([CH2:6][CH2:7][CH2:8][CH2:9][CH2:10][CH2:11][CH2:12][CH2:13][CH2:14][CH2:15][CH2:16][CH3:17])[C:4]([OH:3])=[O:19])=[CH:23][C:22]=2[O:21]1 |f:2.3.4|. Procedure details: 33.5 g of 2-bromotetradecanoic acid ethyl ester and 13.8 g of 3,4-methylenedioxyphenol were dissolved in 100 ml of dimethylformamide, to which was added 13.8 g of anhydrous potassium carbonate while introducing a nitrogen gas and the mixture was stirred at 90° C. for 6 hours. The reaction solution was poured into 300 ml of cold water and extracted with 300 ml of ethyl acetate. The ethyl acetate layer was washed with 300 ml of water and the ethyl acetate was distilled off under reduced pressure. ... Reactants: C(#N)C1=CC(=C(C=C1)N(C1=NC(=CC(=N1)C)C)CC)SC (N-(4-cyano-2-methylthiophenyl)-N-ethyl-4,6-dimethyl-2-pyrimidinamine), solution, C[Mg]I (CH3MgI), CCOCC (ether). The solvent is C1=CC=CC=C1 (C6H6). Conditions: temperature 25 celsius, time 2 hour. Yields the product C(C)(=O)C1=CC(=C(C=C1)N(C1=NC(=CC(=N1)C)C)CC)SC (N-(4-acetyl-2-methylthiophenyl)-N-ethyl-4,6-dimethyl-2-pyrimidinamine). The yield is 70.0%. RXN SMILES: C(C1[CH:8]=[CH:7][C:6]([N:9]([CH2:18][CH3:19])[C:10]2[N:15]=[C:14]([CH3:16])[CH:13]=[C:12]([CH3:17])[N:11]=2)=[C:5]([S:20][CH3:21])[CH:4]=1)#N.[CH3:22][Mg]I.CC[O:27][CH2:28][CH3:29]>C1C=CC=CC=1>[C:28]([C:29]1[CH:8]=[CH:7][C:6]([N:9]([CH2:18][CH3:19])[C:10]2[N:15]=[C:14]([CH3:16])[CH:13]=[C:12]([CH3:17])[N:11]=2)=[C:5]([S:20][CH3:21])[CH:4]=1)(=[O:27])[CH3:22]. Procedure: To 0.5 g (1.68 mmoles) of the nitrile of Example 52 in 10 mL dry C6H6 was added 1.1 mL (3.3 mmoles) of a 3 M solution CH3MgI in ether and the mixture was stirred at 25° C. for 2 h and at reflux for 1 h. The reaction was quenched with water and 10% HCl and stirred for 20 min before 1 M NaOH was added until the solution was alkaline and the mixture was extracted with 100 mL EtOAc. The organic layer was washed with water, brine, dried and stripped in vacuo. The residue was chromatographed on silica... The reactants are BrC=1C=C2C=3CCCC(C3NC2=CC1)=O (6-bromo-2,3,4,9-tetrahydro-1H-carbazol-1-one), ClC=1C=C(N)C=CC1Cl (3,4-dichloroaniline). Product: BrC=1C=C2C=3CCCC(C3NC2=CC1)NC1=CC(=C(C=C1)Cl)Cl (6-Bromo-N-(3,4-dichlorophenyl)-2,3,4,9-tetrahydro-1H-carbazol-1-amine), off-white solid. Yield: 4.0%. RXN SMILES: [Br:1][C:2]1[CH:3]=[C:4]2[C:12](=[CH:13][CH:14]=1)[NH:11][C:10]1[C:9](=O)[CH2:8][CH2:7][CH2:6][C:5]2=1.[Cl:16][C:17]1[CH:18]=[C:19]([CH:21]=[CH:22][C:23]=1[Cl:24])[NH2:20]>>[Br:1][C:2]1[CH:3]=[C:4]2[C:12](=[CH:13][CH:14]=1)[NH:11][C:10]1[CH:9]([NH:20][C:19]3[CH:21]=[CH:22][C:23]([Cl:24])=[C:17]([Cl:16])[CH:18]=3)[CH2:8][CH2:7][CH2:6][C:5]2=1. Reported procedure: 6-Bromo-N-(3,4-dichlorophenyl)-2,3,4,9-tetrahydro-1H-carbazol-1-amine was prepared from 6-bromo-2,3,4,9-tetrahydro-1H-carbazol-1-one (200 mg, 0.76 mmol) and 3,4-dichloroaniline (245 mg, 1.51 mmol) in a similar manner as described above to give 12 mg (4%) of an off-white solid; 1H-NMR (DMSO-d6): δ 11.08 (s, 1H), 7.57 (d, 1H), 7.26 (d, 1H), 7.23 (d, 1H), 7.13 (dd, 1H), 6.92 (d, 1H), 6.70 (dd, 1H), 6.52 (d, 1H), 4.79-4.77 (m, 1H), 2.68-2.52 (m, 2H), 1.99-1.72 (m, 4H); MS m/z (M−1) 409. The reactants are [BH4-], CO, [Li+], CCOC(=O)CCN1CC(COc2ccccc2)OC1=O, C1CCOC1. Yields the product O=C1OC(COc2ccccc2)CN1CCCO. Reaction SMILES: [BH4-:27].[CH3:29][OH:30].[Li+:28].[O:1]([c:2]1[cH:3][cH:4][cH:5][cH:6][cH:7]1)[CH2:8][CH:9]1[CH2:10][N:11]([CH2:15][CH2:16][C:17](=[O:18])[O:19][CH2:20][CH3:21])[C:12](=[O:14])[O:13]1.[O:22]1[CH2:23][CH2:24][CH2:25][CH2:26]1>>[O:1]([c:2]1[cH:3][cH:4][cH:5][cH:6][cH:7]1)[CH2:8][CH:9]1[CH2:10][N:11]([CH2:15][CH2:16][CH2:17][OH:18])[C:12](=[O:14])[O:13]1. Starting materials: OC1=C2C(C=C(OC2=C(C(=C1)O)[C@H]1[C@@H](N(CC1)C)CO)C1=CC(=CC=C1)[N+](=O)[O-])=O ((+)-trans-5,7-dihydroxy-8-(2-hydroxymethyl-1-methyl-pyrrolidin-3-yl)-2-(3-nitrophenyl)-chromen-4-one), Cl (HCl). Solvent: CO (methanol). Yields the product Cl.OC1=C2C(C=C(OC2=C(C(=C1)O)[C@H]1[C@@H](N(CC1)C)CO)C1=CC(=CC=C1)[N+](=O)[O-])=O ((+)-trans-5,7-dihydroxy-8-(2-hydroxymethyl-1-methyl-pyrrolidin-3-yl)-2-(3-nitrophenyl)-chromen-4-one hydrochloride). RXN SMILES: [OH:1][C:2]1[CH:11]=[C:10]([OH:12])[C:9]([C@@H:13]2[CH2:17][CH2:16][N:15]([CH3:18])[C@H:14]2[CH2:19][OH:20])=[C:8]2[C:3]=1[C:4](=[O:30])[CH:5]=[C:6]([C:21]1[CH:26]=[CH:25][CH:24]=[C:23]([N+:27]([O-:29])=[O:28])[CH:22]=1)[O:7]2.[ClH:31]>CO>[ClH:31].[OH:1][C:2]1[CH:11]=[C:10]([OH:12])[C:9]([C@@H:13]2[CH2:17][CH2:16][N:15]([CH3:18])[C@H:14]2[CH2:19][OH:20])=[C:8]2[C:3]=1[C:4](=[O:30])[CH:5]=[C:6]([C:21]1[CH:26]=[CH:25][CH:24]=[C:23]([N+:27]([O-:29])=[O:28])[CH:22]=1)[O:7]2 |f:3.4|. Procedure: The compound of example 25 (0.225 g, 0.545 mmol) was suspended in methanol (2 mL) and treated with ethereal HCl and the organic solvent was evaporated to afford the title salt.